From a dataset of the Open Reaction Database (ORD), a public repository of structured organic reaction records. describe an organic reaction: reactants, conditions, products, and yield Starting materials: C(C)(C)(C)[Si](C)(C)OCC1=C(OC(=C1)CB1OCC(CO1)(C)C)C (tert-butyl({5-[(5,5-dimethyl-1,3,2-dioxaborinan-2-yl)methyl]-2-methylfuran-3-yl}methoxy)dimethylsilane), BrC1=CC=C(C=C1)OCCCSC (1-bromo-4-[3-(methylsulfanyl)propoxy]benzene), C([O-])([O-])=O.[Na+].[Na+] (sodium carbonate), COCCOC (1,2-dimethoxyethane). Reagents/catalysts: C=1C=CC(=CC1)[P](C=2C=CC=CC2)(C=3C=CC=CC3)[Pd]([P](C=4C=CC=CC4)(C=5C=CC=CC5)C=6C=CC=CC6)([P](C=7C=CC=CC7)(C=8C=CC=CC8)C=9C=CC=CC9)[P](C=1C=CC=CC1)(C=1C=CC=CC1)C=1C=CC=CC1 (tetrakis(triphenylphosphine)palladium(0)). The solvent is O (water). Run at time 8 hour. The product is CC=1OC(=CC1CO)C1=CC=C(C=C1)OCCCSC ((2-methyl-5-{4-[3-(methylsulfanyl)propoxy]phenyl}furan-3-yl)methanol). Isolated yield 88.4%. Reaction SMILES: C([Si]([O:8][CH2:9][C:10]1[CH:14]=[C:13]([CH2:15]B2OCC(C)(C)CO2)[O:12][C:11]=1[CH3:24])(C)C)(C)(C)C.BrC1[CH:31]=[CH:30][C:29]([O:32][CH2:33][CH2:34][CH2:35][S:36][CH3:37])=[CH:28][CH:27]=1.C(=O)([O-])[O-].[Na+].[Na+].COCCOC>C1C=CC([P]([Pd]([P](C2C=CC=CC=2)(C2C=CC=CC=2)C2C=CC=CC=2)([P](C2C=CC=CC=2)(C2C=CC=CC=2)C2C=CC=CC=2)[P](C2C=CC=CC=2)(C2C=CC=CC=2)C2C=CC=CC=2)(C2C=CC=CC=2)C2C=CC=CC=2)=CC=1.O>[CH3:24][C:11]1[O:12][C:13]([C:15]2[CH:31]=[CH:30][C:29]([O:32][CH2:33][CH2:34][CH2:35][S:36][CH3:37])=[CH:28][CH:27]=2)=[CH:14][C:10]=1[CH2:9][OH:8] |f:2.3.4,^1:53,55,74,93|. Procedure: A mixture of tert-butyl({5-[(5,5-dimethyl-1,3,2-dioxaborinan-2-yl)methyl]-2-methylfuran-3-yl}methoxy)dimethylsilane (3.0 g), 1-bromo-4-[3-(methylsulfanyl)propoxy]benzene (2.8 g), tetrakis(triphenylphosphine)palladium(0) (0.5 g), 2N aqueous sodium carbonate solution (12 mL) and 1,2-dimethoxyethane (20 mL) was stirred overnight with refluxing under an argon atmosphere. The reaction mixture was poured into water, and the mixture was extracted with ethyl acetate. The organic layer was washed with sa...